From a dataset of the Open Reaction Database (ORD), a public repository of structured organic reaction records. describe an organic reaction: reactants, conditions, products, and yield Starting materials: ClCC1=CC=CC=2C3=CC=CC=C3C=CC12 (chloromethylphenanthrene), N1=CC=CC2=CC=CC=C12 (quinoline). Solvent: C(C)(C)O (isopropanol), C(C)(C)O (isopropanol), C(C)(C)O (isopropanol), C(C)(C)O (isopropanol). Conditions: temperature 125 celsius. Yields the product [Cl-].C1(=CC=CC=2C3=CC=CC=C3C=CC12)C[N+]1=CC=CC2=CC=CC=C12 (N-(phenanthrylmethyl) quinolinium chloride). RXN SMILES: [Cl:1][CH2:2][C:3]1[C:16]2[CH:15]=[CH:14][C:13]3[C:8](=[CH:9][CH:10]=[CH:11][CH:12]=3)[C:7]=2[CH:6]=[CH:5][CH:4]=1.[N:17]1[C:26]2[C:21](=[CH:22][CH:23]=[CH:24][CH:25]=2)[CH:20]=[CH:19][CH:18]=1>C(O)(C)C>[Cl-:1].[C:3]1([CH2:2][N+:17]2[C:26]3[C:21](=[CH:22][CH:23]=[CH:24][CH:25]=3)[CH:20]=[CH:19][CH:18]=2)[C:16]2[CH:15]=[CH:14][C:13]3[C:8](=[CH:9][CH:10]=[CH:11][CH:12]=3)[C:7]=2[CH:6]=[CH:5][CH:4]=1 |f:3.4|. Reported procedure: 90 g. of the chloromethylphenanthrene prepared above was placed in a reaction vessel, along with 61.5 g. of crude quinoline. The resulting mixture was then stirred and heated to a temperature of 125° C. A total of 101 g. of isopropanol was weighed out and a portion of this was added to the reaction mixture to permit temperature maintenance of the reaction mixture by refluxing of the isopropanol portion. After the mixture had been held at 125° C. temperature for about 3 hours, the material was co... The solvent is CCO (EtOH), CCO (EtOH). The product is ClC=1C=C(C=CC1C#N)C1=NN(C=C1)C[C@H](C)NC(=O)C1=NNC(=C1)C(C)O (N—((S)-1-(3-(3-Chloro-4-cyanophenyl)-1H-pyrazol-1-yl)propan-2-yl)-5-(1-hydroxyethyl)-1H-pyrazole-3-carboxamide). The reactants are [BH4-].[Na+] (Sodium borohydride), O (Water), C(C)(=O)C1=NNC(=C1)C(=O)N[C@H](CN1N=C(C=C1)C1=CC(=C(C=C1)C#N)Cl)C ((S)-3-acetyl-N-(1-(3-(3-chloro-4-cyano-phenyl)-1H-pyrazol-1-yl)propan-2-yl)-1H-pyrazole-5-carboxamide), Cl (HCl). The yield is 80.9%. As a reaction SMILES: [BH4-].[Na+].[C:3]([C:6]1[CH:10]=[C:9]([C:11]([NH:13][C@@H:14]([CH3:30])[CH2:15][N:16]2[CH:20]=[CH:19][C:18]([C:21]3[CH:26]=[CH:25][C:24]([C:27]#[N:28])=[C:23]([Cl:29])[CH:22]=3)=[N:17]2)=[O:12])[NH:8][N:7]=1)(=[O:5])[CH3:4].Cl.O>CCO.[BH4-].[Na+]>[Cl:29][C:23]1[CH:22]=[C:21]([C:18]2[CH:19]=[CH:20][N:16]([CH2:15][C@@H:14]([NH:13][C:11]([C:9]3[CH:10]=[C:6]([CH:3]([OH:5])[CH3:4])[NH:7][N:8]=3)=[O:12])[CH3:30])[N:17]=2)[CH:26]=[CH:25][C:24]=1[C:27]#[N:28] |f:0.1,6.7|. Run at time 60 minute. Reagents/catalysts: [BH4-].[Na+] (sodium borohydride). Reported procedure: Sodium borohydride (0.930 g, 24.57 mmol) and EtOH (105 ml) were placed in to the reaction flask under nitrogen atmosphere. (S)-3-acetyl-N-(1-(3-(3-chloro-4-cyano-phenyl)-1H-pyrazol-1-yl)propan-2-yl)-1H-pyrazole-5-carboxamide (15 g, 37.8 mmol) was added in small portions to keep temperature below 25° C. After 3.5 h sodium borohydride (0.07 g, 1.85 mmol) was added and the mixture was stirred for additional 60 min to complete the reaction. 16 ml of ˜10% HCl in EtOH was added carefully to set pH to ... Reactants: O=C([O-])[O-], COCCBr, CC#N, Fc1cccnc1C1CCC(c2nnc3n2-c2ccc(Cl)cc2CNC3)CC1, [Cs+], [Cs+]. The product is COCCN1Cc2cc(Cl)ccc2-n2c(nnc2C2CCC(c3ncccc3F)CC2)C1. As a reaction SMILES: [C:29](=[O:30])([O-:31])[O-:32].[CH3:35][O:36][CH2:37][CH2:38][Br:39].[CH3:40][C:41]#[N:42].[Cl:1][c:2]1[cH:3][c:4]2[c:5]([cH:27][cH:28]1)-[n:6]1[c:7]([CH:14]3[CH2:15][CH2:16][CH:17]([c:20]4[n:21][cH:22][cH:23][cH:24][c:25]4[F:26])[CH2:18][CH2:19]3)[n:8][n:9][c:10]1[CH2:11][NH:12][CH2:13]2.[Cs+:33].[Cs+:34]>>[Cl:1][c:2]1[cH:3][c:4]2[c:5]([cH:27][cH:28]1)-[n:6]1[c:7]([CH:14]3[CH2:15][CH2:16][CH:17]([c:20]4[n:21][cH:22][cH:23][cH:24][c:25]4[F:26])[CH2:18][CH2:19]3)[n:8][n:9][c:10]1[CH2:11][N:12]([CH2:38][CH2:37][O:36][CH3:35])[CH2:13]2.